From a dataset of the Open Reaction Database (ORD), a public repository of structured organic reaction records. describe an organic reaction: reactants, conditions, products, and yield Reactants: [Na+].[I-] (NaI), O1C(=CC=C1)CCCO (3-furan-2-yl-propan-1-ol), C1(=CC=C(C=C1)S(=O)(=O)Cl)C (p-toluenesulfonyl chloride), Cl (HCl), ice. Run in O (Water), CC(=O)C (acetone), N1=CC=CC=C1 (pyridine). Conditions: time 3 hour. The product is ICCCC=1OC=CC1 (2-(3-Iodo-propyl)-furan). The yield is 61.0%. RXN SMILES: [O:1]1[CH:5]=[CH:4][CH:3]=[C:2]1[CH2:6][CH2:7][CH2:8]O.C1(C)C=CC(S(Cl)(=O)=O)=CC=1.Cl.[Na+].[I-:23]>N1C=CC=CC=1.CC(C)=O.O>[I:23][CH2:8][CH2:7][CH2:6][C:2]1[O:1][CH:5]=[CH:4][CH:3]=1 |f:3.4|. Procedure details: To a solution of 3-furan-2-yl-propan-1-ol (6.3 g, 50 mmol) in pyridine (40 mL) at −15° C. was added p-toluenesulfonyl chloride (11.4 g, 60 mmol) in portions and the reaction was stirred for 3 h. Water (10×0.5 mL) was added and the mixture was poured into a mixture of concentrated HCl (65 mL) and ice (200 gm). The product was extracted into Et2O and the organic solution was dried over MgSO4, filtered, and concentrated to provide a yellow oil. The oil was added to a mixture of NaI (9 g, 60 mmol) i... The reactants are [OH-].[Na+] (sodium hydroxide), COC(C(=O)OC)(C(F)(F)F)C1=CC=CC=C1 (methyl α-methoxy-α-trifluoromethylphenylacetate), Cl (hydrochloric acid). Run in CO (methanol). Run at time 5 hour. The product is COC(C(=O)O)(C(F)(F)F)C1=CC=CC=C1 (α-methoxy-α-trifluoromethylphenylacetic acid). Yield: 95.9%. RXN SMILES: [CH3:1][O:2][C:3]([C:12]1[CH:17]=[CH:16][CH:15]=[CH:14][CH:13]=1)([C:8]([F:11])([F:10])[F:9])[C:4]([O:6]C)=[O:5].[OH-].[Na+].Cl>CO>[CH3:1][O:2][C:3]([C:12]1[CH:17]=[CH:16][CH:15]=[CH:14][CH:13]=1)([C:8]([F:11])([F:10])[F:9])[C:4]([OH:6])=[O:5] |f:1.2|. Procedure: 210 g of methyl α-methoxy-α-trifluoromethylphenylacetate (obtained according to Example 1) were mixed with 600 ml of methanol at 25° C., and 860 ml of 1N aqueous sodium hydroxide solution were slowly added dropwise. The mixture was stirred at room temperature for 5 hours. Dilute aqueous hydrochloric acid was then used to adjust the pH to 1, and extraction was carried out using 2×200 ml of methylene chloride, the organic phase was dried over sodium sulphate and, finally, the solvent was removed. ... Reactants: ClC=1C(=C2C(=NC1)NC(=C2)C2=C(C=C(C=C2)NC(CN(C)C)=O)C)C2=CN=C(S2)C2(CCC2)OCOC (N-(4-(5-chloro-4-(2-(1-(methoxymethoxy)cyclobutyl)thiazol-5-yl)-1H-pyrrolo[2,3-b]pyridin-2-yl)-3-methylphenyl)-2-(dimethylamino)acetamide), ClC=1C(=C2C(=NC1)NC(=C2)C2=NOC(=N2)C2CN(CCC2)C(=O)OC(C)(C)C)C2=CN=C(S2)C2(CCC2)OCOC (tert-butyl 3-(3-(5-chloro-4-(2-(1-(methoxymethoxy)cyclobutyl)thiazol-5-yl)-1H-pyrrolo[2,3-b]pyridin-2-yl)-1,2,4-oxadiazol-5-yl)piperidine-1-carboxylate). Product: ClC=1C(=C2C(=NC1)NC(=C2)C2=C(C=C(C=C2)NC(CN(C)C)=O)C)C2=CN=C(S2)C2(CCC2)O (N-(4-(5-chloro-4-(2-(1-hydroxycyclobutyl)thiazol-5-yl)-1H-pyrrolo[2,3-b]pyridin-2-yl)-3-methylphenyl)-2-(dimethylamino)acetamide). Reaction SMILES: [Cl:1][C:2]1[C:3]([C:25]2[S:29][C:28]([C:30]3([O:34]COC)[CH2:33][CH2:32][CH2:31]3)=[N:27][CH:26]=2)=[C:4]2[CH:10]=[C:9]([C:11]3[CH:16]=[CH:15][C:14]([NH:17][C:18](=[O:23])[CH2:19][N:20]([CH3:22])[CH3:21])=[CH:13][C:12]=3[CH3:24])[NH:8][C:5]2=[N:6][CH:7]=1.ClC1C(C2SC(C3(OCOC)CCC3)=NC=2)=C2C=C(C3N=C(C4CCCN(C(OC(C)(C)C)=O)C4)ON=3)NC2=NC=1>>[Cl:1][C:2]1[C:3]([C:25]2[S:29][C:28]([C:30]3([OH:34])[CH2:33][CH2:32][CH2:31]3)=[N:27][CH:26]=2)=[C:4]2[CH:10]=[C:9]([C:11]3[CH:16]=[CH:15][C:14]([NH:17][C:18](=[O:23])[CH2:19][N:20]([CH3:21])[CH3:22])=[CH:13][C:12]=3[CH3:24])[NH:8][C:5]2=[N:6][CH:7]=1. Procedure details: The title compound was prepared as described in Example 22E, substituting N-(4-(5-chloro-4-(2-(1-(methoxymethoxy)cyclobutyl)thiazol-5-yl)-1H-pyrrolo[2,3-b]pyridin-2-yl)-3-methylphenyl)-2-(dimethylamino)acetamide (Example 48C) for 1 tert-butyl 3-(3-(5-chloro-4-(2-(1-(methoxymethoxy)cyclobutyl)thiazol-5-yl)-1H-pyrrolo[2,3-b]pyridin-2-yl)-1,2,4-oxadiazol-5-yl)piperidine-1-carboxylate (Example 22D). 1H NMR (500 MHz, DMSO-d6) ppm 12.28 (s, 1H) 9.80 (s, 1H), 8.34 (s, 1H) 8.23 (s, 1H) 7.64 (m, 2H) 7.52... Reactants: Cl (HCl), CC(C(=O)O)(C1=CC=C(C=C1)OCOC1=CC=C(C=C1)Cl)OC1=CC=C(C=C1)C(F)(F)F (methyl(α,α,α-trifluoro-p-tolyloxy){p-[(p-chlorophenoxy)methoxy]phenyl}acetic acid), [OH-].[K+] (potassium hydroxide). Run in C(C)O (ethanol), O (water). Yields the product FC(C1=CC=C(C=C1)OC(C(=O)O)C1=CC=C(C=C1)OCOC1=CC=C(C=C1)Cl)(F)F ((α,α,α-Trifluoro-p-tolyloxy){p-[(p-chlorophenoxy)methoxy]phenyl}acetic acid). The yield is 81.3%. As a reaction SMILES: C[C:2]([O:22][C:23]1[CH:28]=[CH:27][C:26]([C:29]([F:32])([F:31])[F:30])=[CH:25][CH:24]=1)([C:6]1[CH:11]=[CH:10][C:9]([O:12][CH2:13][O:14][C:15]2[CH:20]=[CH:19][C:18]([Cl:21])=[CH:17][CH:16]=2)=[CH:8][CH:7]=1)[C:3]([OH:5])=[O:4].[OH-].[K+].Cl>C(O)C.O>[F:32][C:29]([F:30])([F:31])[C:26]1[CH:25]=[CH:24][C:23]([O:22][CH:2]([C:6]2[CH:11]=[CH:10][C:9]([O:12][CH2:13][O:14][C:15]3[CH:20]=[CH:19][C:18]([Cl:21])=[CH:17][CH:16]=3)=[CH:8][CH:7]=2)[C:3]([OH:5])=[O:4])=[CH:28][CH:27]=1 |f:1.2|. Reported procedure: To a solution of 8.5 g of methyl(α,α,α-trifluoro-p-tolyloxy){p-[(p-chlorophenoxy)methoxy]phenyl}acetic acid in 50 ml of ethanol is added a solution of 6 g of potassium hydroxide in 50 ml of water. The mixture is refluxed for 4 hours and while hot, is acidified with 10 ml of concentrated HCl. The mixture is chilled immediately and extracted with dichloromethane. The extract is washed with a solution of sodium chloride, dried (MgSO4) and the solvent is removed under reduced pressure. The residue i... Starting materials: tert butylate, Cl.NO (hydroxylamine hydrochloride), C(C)N(C=1C=C(C#N)C=C(N1)C)C (2-(ethyl-methyl-amino)-6-methyl-isonicotinonitrile). Solvent: CO (methanol), CO (methanol). Conditions: temperature 60 celsius, time 15 hour. The product is C(C)N(C=1C=C(C(=N)NO)C=C(N1)C)C (2-(Ethyl-methyl-amino)-N-hydroxy-6-methyl-isonicotinamidine). RXN SMILES: Cl.[NH2:2][OH:3].[CH2:4]([N:6]([CH3:16])[C:7]1[CH:8]=[C:9]([CH:12]=[C:13]([CH3:15])[N:14]=1)[C:10]#[N:11])[CH3:5]>CO>[CH2:4]([N:6]([CH3:16])[C:7]1[CH:8]=[C:9]([CH:12]=[C:13]([CH3:15])[N:14]=1)[C:10]([NH:2][OH:3])=[NH:11])[CH3:5] |f:0.1|. Procedure details: To a solution of K tert butylate (574 mg, 5.11 mL) in methanol (10 mL), hydroxylamine hydrochloride (304 mg, 4.38 mmol) is added. To the stirred suspension, a solution of 2-(ethyl-methyl-amino)-6-methyl-isonicotinonitrile (256 mg, 1.46 mmol) in methanol (10 mL) is added and the resulting mixture is stirred at 60° C. for 15 h. The mixture is filtered, and the filtrate is concentrated. The residue is treated with 1 N aq. HCl, washed with DCM and then basified by adding 1 N aq. NaOH. The mixture is... Reactants: Cc1ccccc1, CCOCC, S=C=Nc1ccc(Cl)cc1, Nc1ncccc1OCc1c(F)ccc(F)c1F. Product: Fc1ccc(F)c(COc2cccnc2NC(=S)Nc2ccc(Cl)cc2)c1F. As a reaction SMILES: [CH3:29][c:30]1[cH:31][cH:32][cH:33][cH:34][cH:35]1.[CH3:36][CH2:37][O:38][CH2:39][CH3:40].[Cl:19][c:20]1[cH:21][cH:22][c:23]([N:26]=[C:27]=[S:28])[cH:24][cH:25]1.[NH2:1][c:2]1[n:3][cH:4][cH:5][cH:6][c:7]1[O:8][CH2:9][c:10]1[c:11]([F:18])[c:12]([F:17])[cH:13][cH:14][c:15]1[F:16]>>[NH:1]([c:2]1[n:3][cH:4][cH:5][cH:6][c:7]1[O:8][CH2:9][c:10]1[c:11]([F:18])[c:12]([F:17])[cH:13][cH:14][c:15]1[F:16])[C:27]([NH:26][c:23]1[cH:22][cH:21][c:20]([Cl:19])[cH:25][cH:24]1)=[S:28]. The reactants are COc1ccc(N)cc1, NS(=O)(=O)c1ccc(C=O)cc1. Yields the product COc1ccc(N=Cc2ccc(S(N)(=O)=O)cc2)cc1. Reaction SMILES: [CH3:13][O:14][c:15]1[cH:16][cH:17][c:18]([NH2:19])[cH:20][cH:21]1.[S:1]([NH2:2])(=[O:3])(=[O:4])[c:5]1[cH:6][cH:7][c:8]([CH:9]=[O:10])[cH:11][cH:12]1>>[S:1]([NH2:2])(=[O:3])(=[O:4])[c:5]1[cH:6][cH:7][c:8]([CH:9]=[N:19][c:18]2[cH:17][cH:16][c:15]([O:14][CH3:13])[cH:21][cH:20]2)[cH:11][cH:12]1.